From a dataset of the Open Reaction Database (ORD), a public repository of structured organic reaction records. describe an organic reaction: reactants, conditions, products, and yield Reactants: solid, Cl.Cl.Cl.O1CCC=2C(=NC=CC21)N2CCN(CC2)CC[C@@H]2CC[C@H](CC2)N (trans-4-{2-[4-(2,3-dihydrofuro[3,2-c]pyridin-4-yl)-piperazin-1-yl]-ethyl}-cyclohexanamine trihydrochloride), Cl.Cl.Cl.O1CCC=2C(=NC=CC21)N2CCN(CC2)CC[C@@H]2CC[C@H](CC2)N (trans-4-{2-[4-(2,3-dihydrofuro[3,2-c]pyridin-4-yl)-piperazin-1-yl]-ethyl}-cyclohexanamine trihydrochloride), OC1(CCC1)C(=O)O (1-hydroxy-cyclobutane-carboxylic acid). As a reaction SMILES: Cl.Cl.Cl.[O:4]1[C:12]2[CH:11]=[CH:10][N:9]=[C:8]([N:13]3[CH2:18][CH2:17][N:16]([CH2:19][CH2:20][C@H:21]4[CH2:26][CH2:25][C@H:24]([NH2:27])[CH2:23][CH2:22]4)[CH2:15][CH2:14]3)[C:7]=2[CH2:6][CH2:5]1.[OH:28][C:29]1([C:33](O)=[O:34])[CH2:32][CH2:31][CH2:30]1>>[O:4]1[C:12]2[CH:11]=[CH:10][N:9]=[C:8]([N:13]3[CH2:18][CH2:17][N:16]([CH2:19][CH2:20][C@H:21]4[CH2:26][CH2:25][C@H:24]([NH:27][C:33]([C:29]5([OH:28])[CH2:32][CH2:31][CH2:30]5)=[O:34])[CH2:23][CH2:22]4)[CH2:15][CH2:14]3)[C:7]=2[CH2:6][CH2:5]1 |f:0.1.2.3|. Procedure details: The title compound, white solid (81 mg, 76%), MS (ISP) m/z=429.4 [(M+H)+], mp 177.5° C., was prepared in accordance with the general method of example 32 from trans-4-{2-[4-(2,3-dihydrofuro[3,2-c]pyridin-4-yl)-piperazin-1-yl]-ethyl}-cyclohexanamine trihydrochloride (intermediate C) (110 mg, 0.25 mmol) and 1-hydroxy-cyclobutane-carboxylic acid. The product is O1CCC=2C(=NC=CC21)N2CCN(CC2)CC[C@@H]2CC[C@H](CC2)NC(=O)C2(CCC2)O (1-Hydroxy-cyclobutanecarboxylic acid trans-(4-{2-[4-(2,3-dihydro-furo[3,2-c]pyridin-4-yl)-piperazin-1-yl]-ethyl}-cyclohexyl)-amide). The reactants are BrC1=CC=C(C=C1)C1=C(C(=NO1)C)CNCC(O)C1=CC=CC=C1 (2-{[5-(4-bromo-phenyl)-3-methyl-isoxazol-4-ylmethyl]-amino}-1-phenyl-ethanol), C(C)OC(=O)C1(CC1)C1=CC=C(C=C1)B1OC(C(O1)(C)C)(C)C (1-[4-(4,4,5,5-tetramethyl-[1,3,2]dioxaborolan-2-yl)-phenyl]-cyclopropanecarboxylic acid ethyl ester). Product: C(C)OC(=O)C1(CC1)C1=CC=C(C=C1)C1=CC=C(C=C1)C1=C(C(=NO1)C)CNCC(C1=CC=CC=C1)O (1-(4′-{4-[(2-Hydroxy-2-phenyl-ethylamino)-methyl]-3-methyl-isoxazol-5-yl}-biphenyl-4-yl)-cyclopropanecarboxylic acid ethyl ester). As a reaction SMILES: Br[C:2]1[CH:7]=[CH:6][C:5]([C:8]2[O:12][N:11]=[C:10]([CH3:13])[C:9]=2[CH2:14][NH:15][CH2:16][CH:17]([C:19]2[CH:24]=[CH:23][CH:22]=[CH:21][CH:20]=2)[OH:18])=[CH:4][CH:3]=1.[CH2:25]([O:27][C:28]([C:30]1([C:33]2[CH:38]=[CH:37][C:36](B3OC(C)(C)C(C)(C)O3)=[CH:35][CH:34]=2)[CH2:32][CH2:31]1)=[O:29])[CH3:26]>>[CH2:25]([O:27][C:28]([C:30]1([C:33]2[CH:38]=[CH:37][C:36]([C:2]3[CH:7]=[CH:6][C:5]([C:8]4[O:12][N:11]=[C:10]([CH3:13])[C:9]=4[CH2:14][NH:15][CH2:16][CH:17]([OH:18])[C:19]4[CH:24]=[CH:23][CH:22]=[CH:21][CH:20]=4)=[CH:4][CH:3]=3)=[CH:35][CH:34]=2)[CH2:31][CH2:32]1)=[O:29])[CH3:26]. Procedure details: Prepared according to the procedure described in Example 3, Step 5, using 2-{[5-(4-bromo-phenyl)-3-methyl-isoxazol-4-ylmethyl]-amino}-1-phenyl-ethanol and 1-[4-(4,4,5,5-tetramethyl-[1,3,2]dioxaborolan-2-yl)-phenyl]-cyclopropanecarboxylic acid ethyl ester. Starting materials: IC1=C(C=CC=C1)CC(=O)O (2-Iodophenylacetic acid), C(C)(=O)Cl (acetyl chloride). Solvent: CO (methanol). Conditions: time 3 hour. The product is COC(CC1=C(C=CC=C1)I)=O (2-iodophenylacetic acid methyl ester). Yield: 100.0%. RXN SMILES: [I:1][C:2]1[CH:7]=[CH:6][CH:5]=[CH:4][C:3]=1[CH2:8][C:9]([OH:11])=[O:10].[C:12](Cl)(=O)C>CO>[CH3:12][O:10][C:9](=[O:11])[CH2:8][C:3]1[CH:4]=[CH:5][CH:6]=[CH:7][C:2]=1[I:1]. Reported procedure: 2-Iodophenylacetic acid (1.45 g) was added to a mixture of methanol (100 mL) and acetyl chloride (5 mL). After stirring at room temperature for 3 hours, the solvent was removed and the residue was dried under vacuum giving the desired 2-iodophenylacetic acid methyl ester. Yield=100% Reactants: CC(C)([O-])C.[K+] (Potassium t-butoxide), O (H2O), BrC1=C(C=C(C=C1)OC)CCC(=O)OCC (ethyl 3-(2-bromo-5-methoxyphenyl)propionate), C(C(=O)OCC)(=O)OCC (diethyl oxalate). Run in CCOCC (ether), CCOCC (ether). Run at temperature 0 celsius, time 2 hour. Product: O=C(C(=O)OCC)C(CC1=C(C=CC(=C1)OC)Br)C(=O)OCC (2-Oxo-3-carboethoxy-4-(2-bromo-5-methoxyphenyl)butanoic acid, ethyl ester). Isolated yield 90.3%. As a reaction SMILES: CC(C)([O-])C.[K+].[Br:7][C:8]1[CH:13]=[CH:12][C:11]([O:14][CH3:15])=[CH:10][C:9]=1[CH2:16][CH2:17][C:18]([O:20][CH2:21][CH3:22])=[O:19].[C:23](OCC)(=[O:29])[C:24]([O:26][CH2:27][CH3:28])=[O:25].O>CCOCC>[O:29]=[C:23]([CH:17]([C:18]([O:20][CH2:21][CH3:22])=[O:19])[CH2:16][C:9]1[CH:10]=[C:11]([O:14][CH3:15])[CH:12]=[CH:13][C:8]=1[Br:7])[C:24]([O:26][CH2:27][CH3:28])=[O:25] |f:0.1|. Procedure: Potassium t-butoxide (6.72 g) was suspended in 30 ml of anhydrous ether and cooled to 0° C. A solution of 14.35 g of ethyl 3-(2-bromo-5-methoxyphenyl)propionate and 10.95 g diethyl oxalate in 10 ml ether was added dropwise over 15 min. After 2 h at 25° C., the reaction was poured into 100 ml H2O and the aqueous layer was separated, acidified to pH 1 and extracted with ether. The ether layer was dried (MgSO4) and the solvent was evaporated to yield 17.48 g of the desired product as a colorless oi...